This data is from the Open Reaction Database (ORD), a public repository of structured organic reaction records. The task is: describe an organic reaction: reactants, conditions, products, and yield Reactants: CCOC(=O)COc1cccc(OC)c1, CCOC(=O)C(=O)OCC, CC[O-], CCOCC, Cl, [Na+]. Product: CCOC(=O)C(=O)C(Oc1cccc(OC)c1)C(=O)OCC. Reaction SMILES: [CH2:15]([CH3:16])[O:17][C:18]([CH2:19][O:20][c:21]1[cH:22][c:23]([O:27][CH3:28])[cH:24][cH:25][cH:26]1)=[O:29].[CH2:5]([CH3:6])[O:7][C:8]([C:9](=[O:10])[O:11][CH2:12][CH3:13])=[O:14].[CH3:2][CH2:3][O-:4].[CH3:31][CH2:32][O:33][CH2:34][CH3:35].[ClH:30].[Na+:1]>>[CH2:5]([CH3:6])[O:7][C:8]([C:9](=[O:10])[CH:19]([C:18]([O:17][CH2:15][CH3:16])=[O:29])[O:20][c:21]1[cH:22][c:23]([O:27][CH3:28])[cH:24][cH:25][cH:26]1)=[O:14]. Starting materials: CO, [Li+], CCOC(=O)c1ccc(OCC(=O)NCc2cccnc2)cc1, [OH-]. Reaction SMILES: [CH3:26][OH:27].[Li+:1].[O:3]=[C:4]([CH2:5][O:6][c:7]1[cH:8][cH:9][c:10]([C:11](=[O:12])[O:13][CH2:14][CH3:15])[cH:16][cH:17]1)[NH:18][CH2:19][c:20]1[cH:21][n:22][cH:23][cH:24][cH:25]1.[OH-:2]>>[O:3]=[C:4]([CH2:5][O:6][c:7]1[cH:8][cH:9][c:10]([C:11](=[O:12])[OH:13])[cH:16][cH:17]1)[NH:18][CH2:19][c:20]1[cH:21][n:22][cH:23][cH:24][cH:25]1. Yields the product O=C(COc1ccc(C(=O)O)cc1)NCc1cccnc1. Reactants: chromic acid anhydride, O (water), O (water), C(C)(C)C1=NC=2CCCCC2N=C1C(C)C (5,6,7,8-tetrahydro-2,3-diisopropyl-quinoxaline). Run in C(C)(=O)O (acetic acid), C(C)(=O)O (acetic acid). Reaction conditions: temperature 80 celsius, time 2 hour. Product: C(C)(C)C1=NC=2C(CCCC2N=C1C(C)C)=O (5,6,7,8-tetrahydro-2,3-diisopropyl-8-quinoxalinone). As a reaction SMILES: [CH:1]([C:4]1[C:13]([CH:14]([CH3:16])[CH3:15])=[N:12][C:11]2[CH2:10][CH2:9][CH2:8][CH2:7][C:6]=2[N:5]=1)([CH3:3])[CH3:2].[OH2:17]>C(O)(=O)C>[CH:1]([C:4]1[C:13]([CH:14]([CH3:16])[CH3:15])=[N:12][C:11]2[CH2:10][CH2:9][CH2:8][C:7](=[O:17])[C:6]=2[N:5]=1)([CH3:3])[CH3:2]. Procedure details: 1.5 g of 5,6,7,8-tetrahydro-2,3-diisopropyl-quinoxaline was dissolved in 10 ml of acetic acid, followed by the dropwise addition of a solution of 1.0 g of chromic acid anhydride in acetic acid (6 ml) /water (1 ml). The obtained mixture was stirred at 80° C. for 2 hours, cooled by allowing to stand, and poured into water, followed by the extraction with ethyl acetate. The organic phase was washed with a saturated aqueous solution of sodium hydrogencarbonate and a saturated aqueous solution of com... Reactants: O=C(CC(=O)OC)CCC1=C(C=CC=C1)COCCNC(C1=CC=CC=C1)(C1=CC=CC=C1)C1=CC=CC=C1 (methyl 3-oxo-5-[2-[[2-(tritylamino)ethoxy]methyl]phenyl]pentanoate), ClC1=C(C=O)C(=CC=C1)Cl (2,6-dichlorobenzaldehyde), C(C)(=O)O (acetic acid), N1CCCCC1 (piperidine). Solvent: C1=CC=CC=C1 (benzene). Reaction conditions: time 4 hour. Product: COC(C(=CC1=C(C=CC=C1Cl)Cl)C(CCC1=C(C=CC=C1)COCCNC(C1=CC=CC=C1)(C1=CC=CC=C1)C1=CC=CC=C1)=O)=O (Methyl3-(2,6-dichlorophenyl)-2-[3-[2-[[2-(tritylamino)ethoxy]methyl]phenyl]propanoyl]-2-propenoate). RXN SMILES: [O:1]=[C:2]([CH2:8][CH2:9][C:10]1[CH:15]=[CH:14][CH:13]=[CH:12][C:11]=1[CH2:16][O:17][CH2:18][CH2:19][NH:20][C:21]([C:34]1[CH:39]=[CH:38][CH:37]=[CH:36][CH:35]=1)([C:28]1[CH:33]=[CH:32][CH:31]=[CH:30][CH:29]=1)[C:22]1[CH:27]=[CH:26][CH:25]=[CH:24][CH:23]=1)[CH2:3][C:4]([O:6][CH3:7])=[O:5].[Cl:40][C:41]1[CH:48]=[CH:47][CH:46]=[C:45]([Cl:49])[C:42]=1[CH:43]=O.C(O)(=O)C.N1CCCCC1>C1C=CC=CC=1>[CH3:7][O:6][C:4](=[O:5])[C:3]([C:2](=[O:1])[CH2:8][CH2:9][C:10]1[CH:15]=[CH:14][CH:13]=[CH:12][C:11]=1[CH2:16][O:17][CH2:18][CH2:19][NH:20][C:21]([C:34]1[CH:39]=[CH:38][CH:37]=[CH:36][CH:35]=1)([C:28]1[CH:29]=[CH:30][CH:31]=[CH:32][CH:33]=1)[C:22]1[CH:23]=[CH:24][CH:25]=[CH:26][CH:27]=1)=[CH:43][C:42]1[C:41]([Cl:40])=[CH:48][CH:47]=[CH:46][C:45]=1[Cl:49]. Procedure: A mixture of methyl 3-oxo-5-[2-[[2-(tritylamino)ethoxy]methyl]phenyl]pentanoate (3.33 g, 6.38 mmol), 2,6-dichlorobenzaldehyde (1.12 g, 6.38 mmol), acetic acid (0.5 ml), piperidine (0.5 ml) and benzene (50 ml) was stirred for 4 hours at reflux temperature azeotropically. The reaction mixture was quenched with water (40 ml) and the whole was extracted with Et2O (20 ml×2). The combined extracts were washed with brine, dried over MgSO4, and concentrated in vacuo to afford the titled compound as a ye... Reactants: SC=1OC=2C(N1)=C(C=CC2)C#N (2-sulfanyl-1,3-benzoxazole-4-carbonitrile), S(=O)(Cl)Cl (thionyl chloride). Run in CN(C)C=O (DMF). Run at temperature 80 celsius, time 5 minute. The product is ClC=1OC=2C(N1)=C(C=CC2)C#N (2-chloro-1,3-benzoxazole-4-carbonitrile). Yield: 98.7%. Reaction SMILES: S[C:2]1[O:3][C:4]2[C:5](=[C:7]([C:11]#[N:12])[CH:8]=[CH:9][CH:10]=2)[N:6]=1.S(Cl)([Cl:15])=O>CN(C=O)C>[Cl:15][C:2]1[O:3][C:4]2[C:5](=[C:7]([C:11]#[N:12])[CH:8]=[CH:9][CH:10]=2)[N:6]=1. Procedure: A mixture of 2-sulfanyl-1,3-benzoxazole-4-carbonitrile (178 mg), thionyl chloride (427 mg) and DMF (0.0468 mL) was stirred at 80° C. for 5 min. The reaction mixture was concentrated under reduced pressure, ethyl acetate and THF were added, and the mixture was neutralized with saturated aqueous sodium hydrogen carbonate solution. The mixture was extracted with ethyl acetate, and the extract was washed with distilled water and brine, and dried over anhydrous magnesium sulfate, and the solvent was ... Starting materials: Nc1nc(CCl)nc2c1nc(O)n2Cc1ccccc1, N#C[Na], CN(C)C=O. Yields the product N#CCc1nc(N)c2nc(O)n(Cc3ccccc3)c2n1. Reaction SMILES: [CH2:4]([c:5]1[cH:6][cH:7][cH:8][cH:9][cH:10]1)[n:11]1[c:12]2[n:13][c:14]([CH2:22][Cl:23])[n:15][c:16]([NH2:21])[c:17]2[n:18][c:19]1[OH:20].[Na:1][C:2]#[N:3].[O:24]=[CH:25][N:26]([CH3:27])[CH3:28]>>[C:2](#[N:3])[CH2:22][c:14]1[n:13][c:12]2[n:11]([CH2:4][c:5]3[cH:6][cH:7][cH:8][cH:9][cH:10]3)[c:19]([OH:20])[n:18][c:17]2[c:16]([NH2:21])[n:15]1. Reactants: ClC(Cl)(Br)C(Cl)(Cl)Br, [Li]CCCC, C1CCOC1, CN1CCC(NCc2ccccc2F)CC1, CC1(C)CCCC(C)(C)N1. Product: CN1CCC(NCc2cccc(Br)c2F)CC1. Reaction SMILES: [Br:32][C:33]([Cl:34])([Cl:35])[C:36]([Br:37])([Cl:38])[Cl:39].[CH2:1]([Li:2])[CH2:3][CH2:4][CH3:5].[CH2:40]1[O:41][CH2:42][CH2:43][CH2:44]1.[CH3:16][N:17]1[CH2:18][CH2:19][CH:20]([NH:23][CH2:24][c:25]2[c:26]([F:31])[cH:27][cH:28][cH:29][cH:30]2)[CH2:21][CH2:22]1.[CH3:6][C:7]1([CH3:8])[CH2:9][CH2:10][CH2:11][C:12]([CH3:13])([CH3:14])[NH:15]1>>[CH3:16][N:17]1[CH2:18][CH2:19][CH:20]([NH:23][CH2:24][c:25]2[c:26]([F:31])[c:27]([Br:32])[cH:28][cH:29][cH:30]2)[CH2:21][CH2:22]1. Reactants: ClCC=1C(=NC=CC1)SC1CCC1 (3-Chloromethyl-2-cyclobutylsulfanyl-pyridine), C(C)OC(=O)C1C(C1)C1=CC(=C(C=C1)O)F (2-(3-fluoro-4-hydroxy-phenyl)-cyclopropane carboxylic acid ethyl ester). Product: C1(CCC1)SC1=NC=CC=C1COC1=C(C=C(C=C1)C1C(C1)C(=O)O)F (2-[4-(2-cyclobutylsulfanyl-pyridin-3-ylmethoxy)-3-fluoro-phenyl]-cyclopropane carboxylic acid). Yield: 102.6%. RXN SMILES: Cl[CH2:2][C:3]1[C:4]([S:9][CH:10]2[CH2:13][CH2:12][CH2:11]2)=[N:5][CH:6]=[CH:7][CH:8]=1.C([O:16][C:17]([CH:19]1[CH2:21][CH:20]1[C:22]1[CH:27]=[CH:26][C:25]([OH:28])=[C:24]([F:29])[CH:23]=1)=[O:18])C>>[CH:10]1([S:9][C:4]2[C:3]([CH2:2][O:28][C:25]3[CH:26]=[CH:27][C:22]([CH:20]4[CH2:21][CH:19]4[C:17]([OH:18])=[O:16])=[CH:23][C:24]=3[F:29])=[CH:8][CH:7]=[CH:6][N:5]=2)[CH2:13][CH2:12][CH2:11]1. Procedure details: 3-Chloromethyl-2-cyclobutylsulfanyl-pyridine (0.040 g, 0.18 mmol) obtained in Step C of Preparation Example 23 and 2-(3-fluoro-4-hydroxy-phenyl)-cyclopropane carboxylic acid ethyl ester (0.046 g, 0.18 mmol) obtained in Step C of Preparation Example 44 were used to react sequentially in the same manner as in Steps A and B of Example 1 to obtain the title compound (0.069 g, 98%). The reactants are CCO, Cl, [Na+], [OH-], CCOC(=O)C(CCCCCCCCN1c2ccc(O)cc2OCC1c1ccc(O)cc1)CCCCCC(F)(F)C(F)(F)F. Product: O=C(O)C(CCCCCCCCN1c2ccc(O)cc2OCC1c1ccc(O)cc1)CCCCCC(F)(F)C(F)(F)F. As a reaction SMILES: [CH3:48][CH2:49][OH:50].[ClH:47].[Na+:2].[OH-:1].[OH:3][c:4]1[cH:5][c:6]2[c:7]([cH:45][cH:46]1)[N:8]([CH2:19][CH2:20][CH2:21][CH2:22][CH2:23][CH2:24][CH2:25][CH2:26][CH:27]([C:28](=[O:29])[O:30][CH2:31][CH3:32])[CH2:33][CH2:34][CH2:35][CH2:36][CH2:37][C:38]([C:39]([F:40])([F:41])[F:42])([F:43])[F:44])[CH:9]([c:12]1[cH:13][cH:14][c:15]([OH:18])[cH:16][cH:17]1)[CH2:10][O:11]2>>[OH:3][c:4]1[cH:5][c:6]2[c:7]([cH:45][cH:46]1)[N:8]([CH2:19][CH2:20][CH2:21][CH2:22][CH2:23][CH2:24][CH2:25][CH2:26][CH:27]([C:28](=[O:29])[OH:30])[CH2:33][CH2:34][CH2:35][CH2:36][CH2:37][C:38]([C:39]([F:40])([F:41])[F:42])([F:43])[F:44])[CH:9]([c:12]1[cH:13][cH:14][c:15]([OH:18])[cH:16][cH:17]1)[CH2:10][O:11]2.